Dataset: the Open Reaction Database (ORD), a public repository of structured organic reaction records. Task: describe an organic reaction: reactants, conditions, products, and yield Run in CN(C=O)C (N,N-dimethylformamide). Isolated yield 0.3%. Conditions: temperature 60 celsius. Product: ClC=1C=C(C=CC1Cl)C1N=C(NC(=C1C(=O)OCCCC1=CC=CC=C1)COCCN1CCCCC1)C1=CC=C(C=C1)C (3-Phenylpropyl 4-(3,4-dichlorophenyl)-2-(4-methylphenyl)-6-[(2-(1-piperidinyl)ethoxy)methyl]-1,4-dihydropyrimidine-5-carboxylate). Procedure: A mixture of 3-phenylpropyl 4-(2-(1-piperidinyl)ethoxy)acetoacetate (7.9 g, 22.7 mmol), 3,4-dichlorobenzaldehyde (4.0 g, 22.7 mmol), p-toluamidine hydrochloride (3.87 g, 22.7 mmol) and glacial acetic acid (1.3 mL, 22.7 mmol) was stirred in N,N-dimethylformamide (40 ml) for 2 days at room temperature and then heated to 60° C. for 7 days. The DMF was removed in vacuo and ethyl acetate was added to the residue. The precipitate was removed by filtration and the filtrate was washed with water, sodium... Reactants: N1(CCCCC1)CCOCC(CC(=O)OCCCC1=CC=CC=C1)=O (3-phenylpropyl 4-(2-(1-piperidinyl)ethoxy)acetoacetate), ClC=1C=C(C=O)C=CC1Cl (3,4-dichlorobenzaldehyde), Cl.C1(=CC=C(C=C1)C(=N)N)C (p-toluamidine hydrochloride), C(C)(=O)O (acetic acid). Reaction SMILES: [N:1]1([CH2:7][CH2:8][O:9][CH2:10][C:11](=O)[CH2:12][C:13]([O:15][CH2:16][CH2:17][CH2:18][C:19]2[CH:24]=[CH:23][CH:22]=[CH:21][CH:20]=2)=[O:14])[CH2:6][CH2:5][CH2:4][CH2:3][CH2:2]1.[Cl:26][C:27]1[CH:28]=[C:29]([CH:32]=[CH:33][C:34]=1[Cl:35])[CH:30]=O.Cl.[C:37]1([CH3:46])[CH:42]=[CH:41][C:40]([C:43]([NH2:45])=[NH:44])=[CH:39][CH:38]=1.C(O)(=O)C>CN(C)C=O>[Cl:26][C:27]1[CH:28]=[C:29]([CH:30]2[C:12]([C:13]([O:15][CH2:16][CH2:17][CH2:18][C:19]3[CH:24]=[CH:23][CH:22]=[CH:21][CH:20]=3)=[O:14])=[C:11]([CH2:10][O:9][CH2:8][CH2:7][N:1]3[CH2:6][CH2:5][CH2:4][CH2:3][CH2:2]3)[NH:45][C:43]([C:40]3[CH:41]=[CH:42][C:37]([CH3:46])=[CH:38][CH:39]=3)=[N:44]2)[CH:32]=[CH:33][C:34]=1[Cl:35] |f:2.3|. Reactants: CN1C=C(C2=CC=C(C=C12)C(F)(F)F)C(C(=O)OC)=O (methyl (1-methyl-6-trifluromethyl-1H-indol-3-yl)glyoxylate), CN1C=C(C2=CC=C(C=C12)N1CCOCC1)CC(=O)N ((1-methyl-6-morpholin-4-yl-1H-indol-3-yl)acetamide). Product: CN1C=C(C2=CC=C(C=C12)N1CCOCC1)C=1C(NC(C1C1=CN(C2=CC(=CC=C12)C(F)(F)F)C)=O)=O (3-(1-Methyl-6-morpholin-4-yl-1H-indol-3-yl)-4-(1-methyl-6-trifluoromethyl-1H-indol-3-yl)pyrrole-2,5-dione). Yield: 54.0%. As a reaction SMILES: [CH3:1][N:2]1[C:10]2[C:5](=[CH:6][CH:7]=[C:8]([C:11]([F:14])([F:13])[F:12])[CH:9]=2)[C:4]([C:15](=O)[C:16](OC)=[O:17])=[CH:3]1.[CH3:21][N:22]1[C:30]2[C:25](=[CH:26][CH:27]=[C:28]([N:31]3[CH2:36][CH2:35][O:34][CH2:33][CH2:32]3)[CH:29]=2)[C:24]([CH2:37][C:38]([NH2:40])=[O:39])=[CH:23]1>>[CH3:21][N:22]1[C:30]2[C:25](=[CH:26][CH:27]=[C:28]([N:31]3[CH2:32][CH2:33][O:34][CH2:35][CH2:36]3)[CH:29]=2)[C:24]([C:37]2[C:38](=[O:39])[NH:40][C:16](=[O:17])[C:15]=2[C:4]2[C:5]3[C:10](=[CH:9][C:8]([C:11]([F:13])([F:12])[F:14])=[CH:7][CH:6]=3)[N:2]([CH3:1])[CH:3]=2)=[CH:23]1. Procedure details: 3-(1-Methyl-6-morpholin-4-yl-1H-indol-3-yl)-4-(1-methyl-6-trifluoromethyl-1H-indol-3-yl)pyrrole-2,5-dione (151 mg, 54%) was prepared from methyl (1-methyl-6-trifluromethyl-1H-indol-3-yl)glyoxylate (172 mg, 0.60 mmol) and (1-methyl-6-morpholin-4-yl-1H-indol-3-yl)acetamide (150 mg, 0.55 mmol).